This data is from the Open Reaction Database (ORD), a public repository of structured organic reaction records. The task is: describe an organic reaction: reactants, conditions, products, and yield Reactants: N([C@@H]([C@H](OCC1=CC=CC=C1)C)C(=O)N1[C@H](C(=O)N[C@@H](CCC(N)=O)C(=O)N[C@@H]([C@H](OCC2=CC=CC=C2)C)C(=O)N[C@@H](CC(N)=O)C(=O)N[C@@H]([C@H](OCC2=CC=CC=C2)C)C(=O)NCC(=O)N[C@@H](COCC2=CC=CC=C2)C(=O)NCC(=O)N[C@@H]([C@H](OCC2=CC=CC=C2)C)C(=O)N2[C@H](C(=O)N)CCC2)CCC1)C(=O)OC(C)(C)C (Boc-Thr(Bzl)-Pro-Gln-Thr(Bzl)-Asn-Thr(Bzl)-Gly-Ser(Bzl)-Gly-Thr(Bzl)-Pro-NH2), N([C@@H](CCC(N)=O)C(=O)OC1=CC=C([N+](=O)[O-])C=C1)C(=O)OC(C)(C)C (Boc-Gln-ONp). The product is N([C@@H](CCC(N)=O)C(=O)N[C@@H]([C@H](OCC1=CC=CC=C1)C)C(=O)N1[C@H](C(=O)N[C@@H](CCC(N)=O)C(=O)N[C@@H]([C@H](OCC2=CC=CC=C2)C)C(=O)N[C@@H](CC(N)=O)C(=O)N[C@@H]([C@H](OCC2=CC=CC=C2)C)C(=O)NCC(=O)N[C@@H](COCC2=CC=CC=C2)C(=O)NCC(=O)N[C@@H]([C@H](OCC2=CC=CC=C2)C)C(=O)N2[C@H](C(=O)N)CCC2)CCC1)C(=O)OC(C)(C)C (Boc-Gln-Thr(Bzl)-Pro-Gln-Thr(Bzl)-Asn-Thr(Bzl)-Gly-Ser(Bzl)-Gly-Thr(Bzl)-Pro-NH2). The yield is 95.8%. Reaction SMILES: [NH:1](C(OC(C)(C)C)=O)[C@H:2]([C:13]([N:15]1[CH2:109][CH2:108][CH2:107][C@H:16]1[C:17]([NH:19][C@H:20]([C:26]([NH:28][C@H:29]([C:40]([NH:42][C@H:43]([C:48]([NH:50][C@H:51]([C:62]([NH:64][CH2:65][C:66]([NH:68][C@H:69]([C:79]([NH:81][CH2:82][C:83]([NH:85][C@H:86]([C:97]([N:99]1[CH2:106][CH2:105][CH2:104][C@H:100]1[C:101]([NH2:103])=[O:102])=[O:98])[C@@H:87]([CH3:96])[O:88][CH2:89][C:90]1[CH:95]=[CH:94][CH:93]=[CH:92][CH:91]=1)=[O:84])=[O:80])[CH2:70][O:71][CH2:72][C:73]1[CH:78]=[CH:77][CH:76]=[CH:75][CH:74]=1)=[O:67])=[O:63])[C@@H:52]([CH3:61])[O:53][CH2:54][C:55]1[CH:60]=[CH:59][CH:58]=[CH:57][CH:56]=1)=[O:49])[CH2:44][C:45](=[O:47])[NH2:46])=[O:41])[C@@H:30]([CH3:39])[O:31][CH2:32][C:33]1[CH:38]=[CH:37][CH:36]=[CH:35][CH:34]=1)=[O:27])[CH2:21][CH2:22][C:23](=[O:25])[NH2:24])=[O:18])=[O:14])[C@@H:3]([CH3:12])[O:4][CH2:5][C:6]1[CH:11]=[CH:10][CH:9]=[CH:8][CH:7]=1.[NH:117]([C:136]([O:138][C:139]([CH3:142])([CH3:141])[CH3:140])=[O:137])[C@H:118]([C:124](OC1C=CC([N+]([O-])=O)=CC=1)=[O:125])[CH2:119][CH2:120][C:121](=[O:123])[NH2:122]>>[NH:117]([C:136]([O:138][C:139]([CH3:142])([CH3:141])[CH3:140])=[O:137])[C@H:118]([C:124]([NH:1][C@H:2]([C:13]([N:15]1[CH2:109][CH2:108][CH2:107][C@H:16]1[C:17]([NH:19][C@H:20]([C:26]([NH:28][C@H:29]([C:40]([NH:42][C@H:43]([C:48]([NH:50][C@H:51]([C:62]([NH:64][CH2:65][C:66]([NH:68][C@H:69]([C:79]([NH:81][CH2:82][C:83]([NH:85][C@H:86]([C:97]([N:99]1[CH2:106][CH2:105][CH2:104][C@H:100]1[C:101]([NH2:103])=[O:102])=[O:98])[C@@H:87]([CH3:96])[O:88][CH2:89][C:90]1[CH:91]=[CH:92][CH:93]=[CH:94][CH:95]=1)=[O:84])=[O:80])[CH2:70][O:71][CH2:72][C:73]1[CH:74]=[CH:75][CH:76]=[CH:77][CH:78]=1)=[O:67])=[O:63])[C@@H:52]([CH3:61])[O:53][CH2:54][C:55]1[CH:60]=[CH:59][CH:58]=[CH:57][CH:56]=1)=[O:49])[CH2:44][C:45](=[O:47])[NH2:46])=[O:41])[C@@H:30]([CH3:39])[O:31][CH2:32][C:33]1[CH:34]=[CH:35][CH:36]=[CH:37][CH:38]=1)=[O:27])[CH2:21][CH2:22][C:23](=[O:25])[NH2:24])=[O:18])=[O:14])[C@@H:3]([CH3:12])[O:4][CH2:5][C:6]1[CH:7]=[CH:8][CH:9]=[CH:10][CH:11]=1)=[O:125])[CH2:119][CH2:120][C:121](=[O:123])[NH2:122]. Procedure: By using 2.65 g of Boc-Thr(Bzl)-Pro-Gln-Thr(Bzl)-Asn-Thr(Bzl)-Gly-Ser(Bzl)-Gly-Thr(Bzl)-Pro-NH2 and 907 mg of Boc-Gln-ONp, and the same procedure as in Reference Example 18 was repeated to obtain 2.74 g (yield: 95.5%) of the above-mentioned objective product.